Dataset: the Open Reaction Database (ORD), a public repository of structured organic reaction records. Task: describe an organic reaction: reactants, conditions, products, and yield The reactants are C(C#CC)N1C(=NC=2N=C(N(C(C12)=O)C)Cl)N1CC(CCC1)N(C(OC(C)(C)C)=O)C (t-butyl N-[1-[7-(2-butynyl)-2-chloro-1-methyl-6-oxo-6,7-dihydro-1H-purin-8-yl]piperidin-3-yl]-N-methylcarbamate), Example 242 ( f ), Cl.NC1CN(CCC1)C1=NC=2N=C(N(C(C2N1CC#CC)=O)CC1=C(C=CC=C1)C#N)C#N (8-(3-Aminopiperidin-1-yl)-7-(2-butynyl)-1-(2-cyanobenzyl)-6-oxo-6,7-dihydro-1H-purine-2-carbonitrile hydrochloride). Product: Cl.C(C#CC)N1C(=NC=2N=C(N(C(C12)=O)C)C#N)N1CC(CCC1)NC (7-(2-Butynyl)-1-methyl-8-(3-methylaminopiperidin-1-yl)-6-oxo-6,7-dihydro-1H-purine-2-carbonitrile hydrochloride). As a reaction SMILES: [CH2:1]([N:5]1[C:13]2[C:12](=[O:14])[N:11]([CH3:15])[C:10]([Cl:16])=[N:9][C:8]=2[N:7]=[C:6]1[N:17]1[CH2:22][CH2:21][CH2:20][CH:19]([N:23]([CH3:31])C(=O)OC(C)(C)C)[CH2:18]1)[C:2]#[C:3][CH3:4].Cl.[NH2:33][CH:34]1CCCN(C2N(CC#CC)C3C(=O)N(CC4C=CC=CC=4C#N)C(C#N)=NC=3N=2)C1>>[ClH:16].[CH2:1]([N:5]1[C:13]2[C:12](=[O:14])[N:11]([CH3:15])[C:10]([C:34]#[N:33])=[N:9][C:8]=2[N:7]=[C:6]1[N:17]1[CH2:22][CH2:21][CH2:20][CH:19]([NH:23][CH3:31])[CH2:18]1)[C:2]#[C:3][CH3:4] |f:1.2,3.4|. Procedure: The title compound was synthesized by using t-butyl N-[1-[7-(2-butynyl)-2-chloro-1-methyl-6-oxo-6,7-dihydro-1H-purin-8-yl]piperidin-3-yl]-N-methylcarbamate according to the method described in Example 242 (f) and (g). Reactants: C1(=CC=C(C=C1)S(=O)(=O)O)C.CC1(S[C@H]2N(C1C(=O)OCC1=CC=C(C=C1)[N+](=O)[O-])C(C2NC=2NC=CN2)=O)C (p-nitrobenzyl 2,2-dimethyl-6-(imidazol-2-yl)aminopenam-3-carboxylate toluene-p-sulphonate). Reagents/catalysts: [Pd] (palladium-on-carbon). The solvent is C(C)O (ethanol), C(Cl)Cl (CH2Cl2). Product: C1(=CC=C(C=C1)S(=O)(=O)O)C.CC1(S[C@H]2N(C1C(=O)O)C(C2NC=2NC=CN2)=O)C (2,2-dimethyl-6-(imidazol-2-yl)aminopenam-3-carboxylic acid toluene-p-sulphonate). Reaction SMILES: [C:1]1([CH3:11])[CH:6]=[CH:5][C:4]([S:7]([OH:10])(=[O:9])=[O:8])=[CH:3][CH:2]=1.[CH3:12][C:13]1([CH3:40])[CH:17]([C:18]([O:20]CC2C=CC([N+]([O-])=O)=CC=2)=[O:19])[N:16]2[C:31](=[O:39])[CH:32]([NH:33][C:34]3[NH:35][CH:36]=[CH:37][N:38]=3)[C@H:15]2[S:14]1>C(O)C.C(Cl)Cl.[Pd]>[C:1]1([CH3:11])[CH:2]=[CH:3][C:4]([S:7]([OH:10])(=[O:8])=[O:9])=[CH:5][CH:6]=1.[CH3:12][C:13]1([CH3:40])[CH:17]([C:18]([OH:20])=[O:19])[N:16]2[C:31](=[O:39])[CH:32]([NH:33][C:34]3[NH:38][CH:37]=[CH:36][N:35]=3)[C@H:15]2[S:14]1 |f:0.1,5.6|. Reported procedure: A solution of p-nitrobenzyl 2,2-dimethyl-6-(imidazol-2-yl)aminopenam-3-carboxylate toluene-p-sulphonate (360 mg.) in a mixture of ethanol (18 ml.) and CH2Cl2 (5 ml.) was hydrogenated at atmospheric pressure for 3 hours in the presence of 10% w/w palladium-on-carbon (180 mg.). The mixture was filtered, the filtrate evaporated and the residual yellow gum triturated with ether to give 2,2-dimethyl-6-(imidazol-2-yl)aminopenam-3-carboxylic acid toluene-p-sulphonate as a yellow solid (258 mg.) having ...